This data is from the Open Reaction Database (ORD), a public repository of structured organic reaction records. The task is: describe an organic reaction: reactants, conditions, products, and yield Reactants: Cl.C(C)OCC (hydrochloride diethyl ether), [N+](=O)([O-])C1=CC=C(C=C1)N1C(N(C2=C(C1=O)C(=C(S2)C2=CC=C(C=C2)NC(=O)NCC)CN(C)CCOC)CC2=C(C=CC=C2F)F)=O (N-[4-(3-(4-nitrophenyl)-1-(2,6-difluorobenzyl)-5-{[2-methoxyethyl(methyl)amino]methyl}-2,4-dioxo-1,2,3,4-tetrahydrothieno[2,3-d]pyrimidin-6-yl)phenyl]-N′-ethylurea), C([O-])(O)=O.[Na+] (sodium bicarbonate). Reagents/catalysts: [Pd] (palladium/carbon). Solvent: C(C)O (ethanol). Reaction conditions: time 1 hour. Product: NC1=CC=C(C=C1)N1C(N(C2=C(C1=O)C(=C(S2)C2=CC=C(C=C2)NC(=O)NCC)CN(C)CCOC)CC2=C(C=CC=C2F)F)=O (N-[4-(3-(4-aminophenyl)-1-(2,6-difluorobenzyl)-5-{[2-methoxyethyl(methyl)amino]methyl}-2,4-dioxo-1,2,3,4-tetrahydrothieno[2,3-d]pyrimidin-6-yl)phenyl]-N′-ethylurea). Isolated yield 83.7%. As a reaction SMILES: Cl.C(OCC)C.[N+:7]([C:10]1[CH:15]=[CH:14][C:13]([N:16]2[C:21](=[O:22])[C:20]3[C:23]([CH2:38][N:39]([CH2:41][CH2:42][O:43][CH3:44])[CH3:40])=[C:24]([C:26]4[CH:31]=[CH:30][C:29]([NH:32][C:33]([NH:35][CH2:36][CH3:37])=[O:34])=[CH:28][CH:27]=4)[S:25][C:19]=3[N:18]([CH2:45][C:46]3[C:51]([F:52])=[CH:50][CH:49]=[CH:48][C:47]=3[F:53])[C:17]2=[O:54])=[CH:12][CH:11]=1)([O-])=O.C(=O)(O)[O-].[Na+]>C(O)C.[Pd]>[NH2:7][C:10]1[CH:11]=[CH:12][C:13]([N:16]2[C:21](=[O:22])[C:20]3[C:23]([CH2:38][N:39]([CH2:41][CH2:42][O:43][CH3:44])[CH3:40])=[C:24]([C:26]4[CH:31]=[CH:30][C:29]([NH:32][C:33]([NH:35][CH2:36][CH3:37])=[O:34])=[CH:28][CH:27]=4)[S:25][C:19]=3[N:18]([CH2:45][C:46]3[C:51]([F:52])=[CH:50][CH:49]=[CH:48][C:47]=3[F:53])[C:17]2=[O:54])=[CH:14][CH:15]=1 |f:0.1,3.4|. Procedure details: 2 N-hydrochloride/diethyl ether solution (20 ml) and 50% hydrous-10% palladium/carbon (1.00 g) were added to a solution of the compound of Example 96 (1.00 g) in ethanol (200 ml) and the mixture was stirred thoroughly under hydrogen atmosphere for 1 hour. The filtrate except a catalyst was neutralized with aqueous sodium bicarbonate, and then the solvent was distilled off. The obtained residue was partitioned between ethyl acetate and water, and then the organic layer was washed with saturated b... The reactants are C1CCOC1, C[Si](C)(C)[N-][Si](C)(C)C, CI, [Li+], CC(C)(C)OC(=O)NC(CN=[N+]=[N-])CC1CCCCOC1. Yields the product CN(C(=O)OC(C)(C)C)C(CN=[N+]=[N-])CC1CCCCOC1. Reaction SMILES: [CH2:34]1[O:35][CH2:36][CH2:37][CH2:38]1.[CH3:23][Si:24]([N-:25][Si:26]([CH3:27])([CH3:28])[CH3:29])([CH3:30])[CH3:31].[CH3:32][I:33].[Li+:22].[N:1](=[N+:2]=[N-:3])[CH2:4][CH:5]([CH2:6][CH:7]1[CH2:8][O:9][CH2:10][CH2:11][CH2:12][CH2:13]1)[NH:14][C:15]([O:16][C:17]([CH3:18])([CH3:19])[CH3:20])=[O:21]>>[N:1](=[N+:2]=[N-:3])[CH2:4][CH:5]([CH2:6][CH:7]1[CH2:8][O:9][CH2:10][CH2:11][CH2:12][CH2:13]1)[N:14]([C:15]([O:16][C:17]([CH3:18])([CH3:19])[CH3:20])=[O:21])[CH3:23]. Starting materials: [N+](=O)([O-])C1=CC=CC=C1 (nitrobenzene), ClS(=O)(=O)O (chlorosulfonic acid), ice water. Reagents/catalysts: S(N)(O)(=O)=O (sulfamic acid). Reaction conditions: temperature 105 celsius, time 6 hour. Yields the product [N+](=O)([O-])C=1C=C(C=CC1)S(=O)(=O)Cl (3-nitrobenzenesulfonyl chloride). The yield is 87.8%. As a reaction SMILES: [N+:1]([C:4]1[CH:9]=[CH:8][CH:7]=[CH:6][CH:5]=1)([O-:3])=[O:2].[Cl:10][S:11](O)(=[O:13])=[O:12]>S(=O)(=O)(O)N>[N+:1]([C:4]1[CH:9]=[C:8]([S:11]([Cl:10])(=[O:13])=[O:12])[CH:7]=[CH:6][CH:5]=1)([O-:3])=[O:2]. Procedure details: 123.1 g (1.0 mol) of nitrobenzene are allowed to run rapidly into 582.5 g (5.0 mol) of chlorosulfonic acid and 1 g of sulfamic acid at room temperature. The mixture is then heated to 105° C. and stirred at this temperature for 6 hours. For working up, the reaction mixture is dripped into ice water. The precipitated crystals are filtered off with suction and washed with water. 194.6 g of dry 3-nitrobenzenesulfonyl chloride having a melting point of 59°-61° C., corresponding to a yield of 87.8% of... Reactants: CC(=O)O, [N-]=[N+]=NC1C=CC(O)C12CC2, C1CCOC1, O, c1ccc(P(c2ccccc2)c2ccccc2)cc1. Yields the product CC(=O)O, NC1C=CC(O)C12CC2. As a reaction SMILES: [C:1]([CH3:2])(=[O:3])[OH:4].[N:5](=[N+:6]=[N-:7])[CH:8]1[CH:9]=[CH:10][CH:11]([OH:15])[C:12]12[CH2:13][CH2:14]2.[O:35]1[CH2:36][CH2:37][CH2:38][CH2:39]1.[OH2:40].[c:16]1([P:17]([c:18]2[cH:19][cH:20][cH:21][cH:22][cH:23]2)[c:24]2[cH:25][cH:26][cH:27][cH:28][cH:29]2)[cH:30][cH:31][cH:32][cH:33][cH:34]1>>[C:1]([CH3:2])(=[O:3])[OH:4].[NH2:5][CH:8]1[CH:9]=[CH:10][CH:11]([OH:15])[C:12]12[CH2:13][CH2:14]2. The reactants are C(C)(C)(C)C1=NN=C(S1)N1C(N(CCC1O)C)=O (Tetrahydro-1-(5-t-butyl-1,3,4-thiadiazol-2-yl)-3-methyl-6-hydroxy-2(1H)-pyrimidinone), CC1=C(C=CC(=C1)C)N=C=O (2,4-dimethylphenyl isocyanate). The reagents and catalysts are C(C)N(CC)CC (triethylamine). Run at time 1 hour. Product: C(C)(C)(C)C1=NN=C(S1)N1C(N(CCC1OC(NC1=C(C=C(C=C1)C)C)=O)C)=O (tetrahydro-1-(5-t-butyl-1,3,4-thiadiazol-2-yl)-3-methyl-6-[N-(2,4-dimethylphenyl)carbamoyloxy]-2(1H)-pyrimidinone). RXN SMILES: [C:1]([C:5]1[S:9][C:8]([N:10]2[CH:15]([OH:16])[CH2:14][CH2:13][N:12]([CH3:17])[C:11]2=[O:18])=[N:7][N:6]=1)([CH3:4])([CH3:3])[CH3:2].[CH3:19][C:20]1[CH:25]=[C:24]([CH3:26])[CH:23]=[CH:22][C:21]=1[N:27]=[C:28]=[O:29]>C(N(CC)CC)C>[C:1]([C:5]1[S:9][C:8]([N:10]2[CH:15]([O:16][C:28](=[O:29])[NH:27][C:21]3[CH:22]=[CH:23][C:24]([CH3:26])=[CH:25][C:20]=3[CH3:19])[CH2:14][CH2:13][N:12]([CH3:17])[C:11]2=[O:18])=[N:7][N:6]=1)([CH3:4])([CH3:2])[CH3:3]. Procedure details: Tetrahydro-1-(5-t-butyl-1,3,4-thiadiazol-2-yl)-3-methyl-6-hydroxy-2(1H)-pyrimidinone (0.05 mole) and 2,4-dimethylphenyl isocyanate (3.5 ml; 0.06 mole) are charged into a glass reaction vessel equipped with a mechanical stirrer. The mixture is stirred and triethylamine (1 drop) is added thereto. After the addition is completed the reaction mixture is allowed to stand for a period of about 1 hour. The mixture is then washed with hexane and is dried to yield the desired product tetrahydro-1-(5-t-bu... Starting materials: BrC1=CC=C(C=N1)CN1N=C(C(C2=C1N=CC=C2)=O)C(=O)OCC (ethyl 1-[(6-bromopyridin-3-yl)methyl]-4-oxo-1,4-dihydropyrido[2,3-c]pyridazine-3-carboxylate), COC=1C=CC(=CC1)P2(=S)SP(=S)(S2)C=3C=CC(=CC3)OC (Lawesson's Reagent). The solvent is O1CCOCC1 (dioxane), C1(=CC=CC=C1)C (toluene). Conditions: time 30 minute. Yields the product BrC1=CC=C(C=N1)CN1N=C(C(C2=C1N=CC=C2)=S)C(=O)OCC (ethyl 1-[(6-bromopyridin-3-yl)methyl]-4-thioxo-1,4-dihydropyrido[2,3-c]pyridazine-3-carboxylate). Reaction SMILES: [Br:1][C:2]1[N:7]=[CH:6][C:5]([CH2:8][N:9]2[C:14]3[N:15]=[CH:16][CH:17]=[CH:18][C:13]=3[C:12](=O)[C:11]([C:20]([O:22][CH2:23][CH3:24])=[O:21])=[N:10]2)=[CH:4][CH:3]=1.COC1C=CC(P2(SP(C3C=CC(OC)=CC=3)(=S)S2)=[S:34])=CC=1>C1(C)C=CC=CC=1.O1CCOCC1>[Br:1][C:2]1[N:7]=[CH:6][C:5]([CH2:8][N:9]2[C:14]3[N:15]=[CH:16][CH:17]=[CH:18][C:13]=3[C:12](=[S:34])[C:11]([C:20]([O:22][CH2:23][CH3:24])=[O:21])=[N:10]2)=[CH:4][CH:3]=1. Reported procedure: Ethyl 1-[(6-bromopyridin-3-yl)methyl]-4-oxo-1,4-dihydropyrido[2,3-c]pyridazine-3-carboxylate [(Example 1, Step 6) 580 mg, 1.49 mmol] was suspended in toluene (5 mL) and dioxane (5 mL), placed into an oil bath preheated to 110° C. and treated in one portion with Lawesson's Reagent (603 mg, 1.49 mmol, 1 equiv). After stirring for 30 minutes, the mixture was cooled to ambient temperature and concentrated in vacuo. The residue was purified by silica gel gradient chromatography (100:0 to 50:50; hexan...